This data is from the Open Reaction Database (ORD), a public repository of structured organic reaction records. The task is: describe an organic reaction: reactants, conditions, products, and yield Reactants: FC(C1=C(C(=NN1C)O[Si](C(C)(C)C)(C)C)Br)F (5-difluoromethyl-4-bromo-3-(bismethyl-t-butylsiloxy)-1-methylpyrazole), C(CCC)[Li] (n-butyl lithium), product, FC1=CC(=C(C=C1)[N+](=O)[O-])OC (4-fluoro-2-methoxynitrobenzene), C([O-])([O-])=O.[K+].[K+] (potassium carbonate), CI (methyl iodide). Solvent: C(C)#N (acetonitrile), CCOCC (Ether), O (water), C1CCOC1 (THF), CS(=O)C (dimethyl sulfoxide). Reaction conditions: time 1.5 hour. The product is FC(C1=C(C(=NN1C)OC1=CC(=C(C=C1)[N+](=O)[O-])OC)C)F (5-Difluoromethyl-4-methyl-3-(3'-methoxy-4'-nitrophenoxy)-1-methylpyrazole). RXN SMILES: [F:1][CH:2]([F:18])[C:3]1[N:7]([CH3:8])[N:6]=[C:5]([O:9][Si](C)(C)C(C)(C)C)[C:4]=1Br.[CH2:19]([Li])CCC.CI.F[C:27]1[CH:32]=[CH:31][C:30]([N+:33]([O-:35])=[O:34])=[C:29]([O:36][CH3:37])[CH:28]=1.C(=O)([O-])[O-].[K+].[K+]>C1COCC1.C(#N)C.CS(C)=O.O.CCOCC>[F:18][CH:2]([F:1])[C:3]1[N:7]([CH3:8])[N:6]=[C:5]([O:9][C:27]2[CH:32]=[CH:31][C:30]([N+:33]([O-:35])=[O:34])=[C:29]([O:36][CH3:37])[CH:28]=2)[C:4]=1[CH3:19] |f:4.5.6|. Procedure: To a solution of 15.4 g (45.16 mmol) of 5-difluoromethyl-4-bromo-3-(bismethyl-t-butylsiloxy)-1-methylpyrazole in anhydrous THF was added 18.06 ml of 2.5 molar n-butyl lithium at -78° C. The mixture was stirred for 1 hour with methyl iodide and warmed to room temperature. Ether was added and the ether layer was washed with water, dried and evaporated to give an oily residue. The residue was dissolved in 100 ml of acetonitrile and 5 ml of concentrated aqueous HF added to precipitate 2.8 g of a whi... Starting materials: C1NCCC2=CC=CC=C12 (1,2,3,4-tetrahydroisoquinoline), CC=1C(=NC(=NC1C)Cl)Cl (5,6-dimethyl-2,4-dichloropyrimidine), C1NCCC2=CC=CC=C12 (1,2,3,4-tetrahydroisoquinoline). Yields the product CC=1C(=NC(=NC1C)Cl)N1CC2=CC=CC=C2CC1 (5,6-dimethyl-4-(1,2,3,4-tetrahydroisoquinolin-2-yl)-2-chloropyrimidine). Isolated yield 68.7%. Reaction SMILES: [CH2:1]1[C:10]2[C:5](=[CH:6][CH:7]=[CH:8][CH:9]=2)[CH2:4][CH2:3][NH:2]1.[CH3:11][C:12]1[C:13](Cl)=[N:14][C:15]([Cl:19])=[N:16][C:17]=1[CH3:18]>>[CH3:11][C:12]1[C:13]([N:2]2[CH2:3][CH2:4][C:5]3[C:10](=[CH:9][CH:8]=[CH:7][CH:6]=3)[CH2:1]2)=[N:14][C:15]([Cl:19])=[N:16][C:17]=1[CH3:18]. Procedure: In accordance with the same procedure as in Step 1 of Example 1, except that 1,2,3,4-tetrahydroisoquinoline(2.9 g, 23 mmol) and 5,6-dimethyl-2,4-dichloropyrimidine(3.8 g, 21 mmol) and 1,2,3,4-tetrahydroisoquinoline(2.9 g, 23 mmol) prepared in Step 1 of Example 12 were used as starting materials, 3.95 g of the titled compound was prepared. Reactants: O=C=Nc1ccc(Cl)cc1, NC1CCN(CCc2c[nH]c3ccccc23)CC1, O. Yields the product O=C(Nc1ccc(Cl)cc1)NC1CCN(CCc2c[nH]c3ccccc23)CC1. RXN SMILES: [Cl:19][c:20]1[cH:21][cH:22][c:23]([N:26]=[C:27]=[O:28])[cH:24][cH:25]1.[NH2:1][CH:2]1[CH2:3][CH2:4][N:5]([CH2:8][CH2:9][c:10]2[cH:11][nH:12][c:13]3[cH:14][cH:15][cH:16][cH:17][c:18]23)[CH2:6][CH2:7]1.[OH2:29]>>[NH:1]([CH:2]1[CH2:3][CH2:4][N:5]([CH2:8][CH2:9][c:10]2[cH:11][nH:12][c:13]3[cH:14][cH:15][cH:16][cH:17][c:18]23)[CH2:6][CH2:7]1)[C:27]([NH:26][c:23]1[cH:22][cH:21][c:20]([Cl:19])[cH:25][cH:24]1)=[O:28]. The reactants are c1ccc3c(c1)oc2ccccc23 (substrate), Br[Mg]c1cccc2ccccc12 (effective_coupling_partner). Yields the product c4cc(O)c(c1ccccc1c2cccc3ccccc23)cc4. Run at temperature 80 celsius, time 2 hour. Run at temperature -10 celsius, time 30 minute. Yields the product C(C)(C)(C)OC(=O)N1CCC(CC1)(C(=O)O)CC(=C)C (4-(2-Methyl-allyl)-piperidine-1,4-dicarboxylic acid mono-tert-butyl ester). Reported procedure: A flame dried 500 mL four-necked round bottom flask with a mechanic stirrer was charged under inert condition with 4 mL (28 mmol) of diisopropylamine and 65 mL THF. At −5° C. 17.7 mL (28 mmol) 1.6 N butyllithium/hexane-solution was added drop wise over a period of 20 min. The light yellow solution was stirred for 30 min at −5°/−10° C. and afterwards cooled to −75° C. A solution of 7.3 g (26 mmol) piperidine-1,4-dicarboxylic acid 1-tert-butyl ester 4-(2-methyl-allyl) ester in 25 mL THF was added ... The solvent is C1CCOC1 (THF), C1CCOC1 (THF), C(C)(=O)OCC (ethyl acetate), O (water), C1CCOC1 (THF). Starting materials: Cl (HCl), CC(COC(=O)C1CCN(CC1)C(=O)OC(C)(C)C)=C (piperidine-1,4-dicarboxylic acid 1-tert-butyl ester 4-(2-methyl-allyl) ester), C[Si](C)(C)Cl (TMSCl), C(CCC)[Li].CCCCCC (butyllithium hexane), C(C)(C)NC(C)C (diisopropylamine). Reaction SMILES: C(N[CH:5]([CH3:7])[CH3:6])(C)C.[CH2:8]([Li])CCC.CCCCCC.CC(=C)C[O:22][C:23]([CH:25]1[CH2:30][CH2:29][N:28]([C:31]([O:33][C:34]([CH3:37])([CH3:36])[CH3:35])=[O:32])[CH2:27][CH2:26]1)=[O:24].C[Si](Cl)(C)C.Cl>C1COCC1.C(OCC)(=O)C.O>[C:34]([O:33][C:31]([N:28]1[CH2:27][CH2:26][C:25]([CH2:6][C:5]([CH3:7])=[CH2:8])([C:23]([OH:22])=[O:24])[CH2:30][CH2:29]1)=[O:32])([CH3:35])([CH3:36])[CH3:37] |f:1.2|. Reactants: FC1=CC(=C(C=C1)N1CCNCC1)C (1-(4-Fluoro-2-methylphenyl)piperazine), C(C)(C)N(C(C)C)CC (N,N-diisopropylethylamine), ClCCCNC(=O)C=1C(=NOC1C)C1=CC=CC=C1 (N-(3-Chloropropyl)-3-phenyl-5-methylisoxazole-4-carboxamide), CN(C=O)C (N,N-dimethylformamide). Solvent: O (water). Run at temperature 120 celsius. The product is FC1=CC(=C(C=C1)N1CCN(CC1)C1(NOC(=C1C(=O)N)C)C1=CC=CC=C1)C (3-[4-(4-Fluoro-2-methylphenyl)-1-piperazinyl]-5-methyl-3-phenylisoxazole-4-carboxamide). The yield is 48.1%. Reaction SMILES: [F:1][C:2]1[CH:7]=[CH:6][C:5]([N:8]2[CH2:13][CH2:12][NH:11][CH2:10][CH2:9]2)=[C:4]([CH3:14])[CH:3]=1.C(N(CC)C(C)C)(C)C.ClCCC[NH:28][C:29]([C:31]1[C:32]([C:37]2[CH:42]=[CH:41][CH:40]=[CH:39][CH:38]=2)=[N:33][O:34][C:35]=1[CH3:36])=[O:30].CN(C)C=O>O>[F:1][C:2]1[CH:7]=[CH:6][C:5]([N:8]2[CH2:13][CH2:12][N:11]([C:32]3([C:37]4[CH:42]=[CH:41][CH:40]=[CH:39][CH:38]=4)[C:31]([C:29]([NH2:28])=[O:30])=[C:35]([CH3:36])[O:34][NH:33]3)[CH2:10][CH2:9]2)=[C:4]([CH3:14])[CH:3]=1. Procedure: A stirred mixture of 0.380 g of Compound 31A, 0.50 mL of N,N-diisopropylethylamine, 0.545 g of Compound 2B and 3 mL of N,N-dimethylformamide was heated at 120° C. for 5 h. The solution was diluted with water (60 mL) and extracted with dichloromethane (3×30 mL); the organic layer was washed with water (3×20 mL), dried (anhydrous sodium sulphate) and evaporated to dryness in vacuo. The residue was purified by flash chromatography (chloroform-2N methanolic ammonia 100:1) affording 0.373 g (43.7%) o... Starting materials: CCCCOc1c(CO)n(CC2CC2)c(=O)c2ccc(OCc3ccccc3)cc12, Cc1ccccc1, [Na+], O=C([O-])O, O=S(Cl)Cl. The product is CCCCOc1c(CCl)n(CC2CC2)c(=O)c2ccc(OCc3ccccc3)cc12. RXN SMILES: [CH2:1]([c:2]1[cH:3][cH:4][cH:5][cH:6][cH:7]1)[O:8][c:9]1[cH:10][c:11]2[c:12]([O:26][CH2:27][CH2:28][CH2:29][CH3:30])[c:13]([CH2:24][OH:25])[n:14]([CH2:20][CH:21]3[CH2:22][CH2:23]3)[c:15](=[O:19])[c:16]2[cH:17][cH:18]1.[CH3:40][c:41]1[cH:42][cH:43][cH:44][cH:45][cH:46]1.[Na+:35].[OH:36][C:37](=[O:38])[O-:39].[S:31]([Cl:32])([Cl:33])=[O:34]>>[CH2:1]([c:2]1[cH:3][cH:4][cH:5][cH:6][cH:7]1)[O:8][c:9]1[cH:10][c:11]2[c:12]([O:26][CH2:27][CH2:28][CH2:29][CH3:30])[c:13]([CH2:24][Cl:33])[n:14]([CH2:20][CH:21]3[CH2:22][CH2:23]3)[c:15](=[O:19])[c:16]2[cH:17][cH:18]1. The reactants are O=C1CCN(CC1)C1=CC=C(C(=O)O)C=C1 (4-(4-Oxo-piperidine-1-y)-benzoic acid), Cl.CN(CCCN=C=NCC)C (3-(dimethylamino)propyl-3-ethylcarbodiimide hydrochloride), C(C)OC(CNCCCC)=O (N-butylglycine ethyl ester), NC[C@H](O)C=1C=CC(=C(C1)NS(=O)(=O)C)O (N-[5-((1R)-2-amino-1-hydroxy-ethyl)-2-hydroxy-phenyl]-methanesulfonamide), C(C)(=O)O[BH-](OC(C)=O)OC(C)=O.[Na+] (sodium triacetoxyborohydride), CN1CCOCC1 (N-methylmorpholine), C([O-])(O)=O.[Na+] (sodium bicarbonate). The solvent is C(C)(=O)O (acetic acid), C(Cl)Cl (methylene chloride), CN(C=O)C (dimethylformamide). Conditions: time 8 hour. The product is C(C)OC(CN(C(C1=CC=C(C=C1)N1CCC(CC1)NC[C@@H](C1=CC(=C(C=C1)O)NS(=O)(=O)C)O)=O)CCCC)=O ([Butyl-(4-{4-[(2R)-2-hydroxy-2-(4-hydroxy-3-methanesulfonylamino-phenyl)-ethylamino]-piperidine-1-yl}-benzoyl)-amino]-acetic acid ethyl ester). As a reaction SMILES: O=[C:2]1[CH2:7][CH2:6][N:5]([C:8]2[CH:16]=[CH:15][C:11]([C:12]([OH:14])=O)=[CH:10][CH:9]=2)[CH2:4][CH2:3]1.Cl.CN(C)CCCN=C=NCC.[CH2:29]([O:31][C:32](=[O:39])[CH2:33][NH:34][CH2:35][CH2:36][CH2:37][CH3:38])[CH3:30].CN1CCOCC1.[NH2:47][CH2:48][C@@H:49]([C:51]1[CH:52]=[CH:53][C:54]([OH:62])=[C:55]([NH:57][S:58]([CH3:61])(=[O:60])=[O:59])[CH:56]=1)[OH:50].C(O[BH-](OC(=O)C)OC(=O)C)(=O)C.[Na+].C(=O)(O)[O-].[Na+]>C(Cl)Cl.CN(C)C=O.C(O)(=O)C>[CH2:29]([O:31][C:32](=[O:39])[CH2:33][N:34]([CH2:35][CH2:36][CH2:37][CH3:38])[C:12](=[O:14])[C:11]1[CH:10]=[CH:9][C:8]([N:5]2[CH2:4][CH2:3][CH:2]([NH:47][CH2:48][C@H:49]([OH:50])[C:51]3[CH:52]=[CH:53][C:54]([OH:62])=[C:55]([NH:57][S:58]([CH3:61])(=[O:60])=[O:59])[CH:56]=3)[CH2:7][CH2:6]2)=[CH:16][CH:15]=1)[CH3:30] |f:1.2,6.7,8.9|. Procedure: A mixture of 4-(4-oxo-piperidine-1-yl)-benzoic acid (which was obtained in Example 151) (0.30 g, 1.37 mmol), 1-[3-(dimethylamino)propyl-3-ethylcarbodiimide hydrochloride (0.53, 2.74 mmol) and N-butylglycine ethyl ester (0.44 g, 2.7 mmol) was stirred in methylene chloride (70 mL). N-methylmorpholine (0.28 g, 2.74 mol) was added dropwise and the mixture was stirred overnight. The mixture was then washed with 0.05 N hydrochloric acid and water. The resulting solution was dried with magnesium sulfat...